From a dataset of the Open Reaction Database (ORD), a public repository of structured organic reaction records. describe an organic reaction: reactants, conditions, products, and yield The reactants are ON1C(CCCC1(C)C)(C)C (1-oxyl-2,2,6,6-tetramethylpiperidine), N(=O)OC(C)(C)C (tert-butyl nitrite), [N+](=O)([O-])C1=C(N)C=CC(=C1)Cl (2-nitro-4-chloroaniline). Reagents/catalysts: [Cu](F)F (copper(II) fluoride). Run in N1=CC=CC=C1 (pyridine). Yields the product [N+](=O)([O-])C1=C(ON2C(CCCC2(C)C)(C)C)C=CC(=C1)Cl (1-(2-Nitro-4-chlorophenoxy)-2,2,6,6-tetramethylpiperidine). The yield is 66.5%. RXN SMILES: [OH:1][N:2]1[C:7]([CH3:9])([CH3:8])[CH2:6][CH2:5][CH2:4][C:3]1([CH3:11])[CH3:10].N(OC(C)(C)C)=O.[N+:19]([C:22]1[CH:28]=[C:27]([Cl:29])[CH:26]=[CH:25][C:23]=1N)([O-:21])=[O:20]>[Cu](F)F.N1C=CC=CC=1>[N+:19]([C:22]1[CH:28]=[C:27]([Cl:29])[CH:26]=[CH:25][C:23]=1[O:1][N:2]1[C:7]([CH3:9])([CH3:8])[CH2:6][CH2:5][CH2:4][C:3]1([CH3:11])[CH3:10])([O-:21])=[O:20]. Procedure: The procedure of Example 1 is repeated using 3.9 g (25 mmol) of 1-oxyl-2,2,6,6-tetramethylpiperidine, 7.84 g (76 mmol) of tert-butyl nitrite, 25 mg (0.25 mmol) of copper(II) fluoride, 120 mL of pyridine and 8.6 g (50 mmol) of 2-nitro-4-chloroaniline at 70° C. The crude product obtained is purified by vacuum flash chromatography (heptane) to give 5.2 g of the title compound as a light yellow oil in 66.7% yield. The structure is confirmed by 1Hnmr and mass spectroscopy analyses. The reactants are ClC=1C=CC(=C(C(=O)OC)C1)OC1=NC=C(C=C1)[N+](=O)[O-] (Methyl 5-chloro-2-[(5-nitropyridin-2-yl)oxy]benzoate). The reagents and catalysts are [Pd] (palladium on activated carbon). Solvent: C(C)(=O)OCC (ethyl acetate). Reaction conditions: time 1 hour. Product: NC=1C=CC(=NC1)OC1=C(C(=O)OC)C=C(C=C1)Cl (Methyl 2-[(5-aminopyridin-2-yl)oxy]-5-chlorobenzoate). Yield: 20.8%. As a reaction SMILES: [Cl:1][C:2]1[CH:3]=[CH:4][C:5]([O:12][C:13]2[CH:18]=[CH:17][C:16]([N+:19]([O-])=O)=[CH:15][N:14]=2)=[C:6]([CH:11]=1)[C:7]([O:9][CH3:10])=[O:8]>[Pd].C(OCC)(=O)C>[NH2:19][C:16]1[CH:17]=[CH:18][C:13]([O:12][C:5]2[CH:4]=[CH:3][C:2]([Cl:1])=[CH:11][C:6]=2[C:7]([O:9][CH3:10])=[O:8])=[N:14][CH:15]=1. Reported procedure: A mixture of methyl 5-chloro-2-[(5-nitropyridin-2-yl)oxy]benzoate (step 1, 1.59 g, 5.2 mmol) and 5% palladium on activated carbon (149 mg) in ethyl acetate (25 mL) was stirred at room temperature for 1 h under hydrogen atmosphere. The reaction mixture was filtered through a pad of Celite® and the filtrate was evaporated. The residue was purified by flush column chromatography on silica gel eluting with dichloromethane/methanol (50/1) to afford 301 mg (21%) of the title compound: 1H-NMR (CDCl3) δ... Starting materials: O=C([O-])[O-], COc1ccc(CCN)cc1OC, [K+], [K+], CN(C)C=O, c1ccc(C(c2ccccc2)N2CCN(CC3CO3)CC2)cc1. Product: COc1ccc(CCNCC(O)CN2CCN(C(c3ccccc3)c3ccccc3)CC2)cc1OC. As a reaction SMILES: [C:37](=[O:38])([O-:39])[O-:40].[CH3:24][O:25][c:26]1[cH:27][c:28]([CH2:34][CH2:35][NH2:36])[cH:29][cH:30][c:31]1[O:32][CH3:33].[K+:41].[K+:42].[O:43]=[CH:44][N:45]([CH3:46])[CH3:47].[c:1]1([CH:7]([N:8]2[CH2:9][CH2:10][N:11]([CH2:14][CH:15]3[CH2:16][O:17]3)[CH2:12][CH2:13]2)[c:18]2[cH:19][cH:20][cH:21][cH:22][cH:23]2)[cH:2][cH:3][cH:4][cH:5][cH:6]1>>[c:1]1([CH:7]([N:8]2[CH2:9][CH2:10][N:11]([CH2:14][CH:15]([CH2:16][NH:36][CH2:35][CH2:34][c:28]3[cH:27][c:26]([O:25][CH3:24])[c:31]([O:32][CH3:33])[cH:30][cH:29]3)[OH:17])[CH2:12][CH2:13]2)[c:18]2[cH:19][cH:20][cH:21][cH:22][cH:23]2)[cH:2][cH:3][cH:4][cH:5][cH:6]1. Starting materials: CC[O-], CCO, Oc1ccc(-c2cnc(CCl)o2)cc1, [Na+], SCCOc1ccccc1. Product: Oc1ccc(-c2cnc(CSCCOc3ccccc3)o2)cc1. Reaction SMILES: [CH3:12][CH2:13][O-:14].[CH3:29][CH2:30][OH:31].[Cl:15][CH2:16][c:17]1[o:18][c:19](-[c:22]2[cH:23][cH:24][c:25]([OH:28])[cH:26][cH:27]2)[cH:20][n:21]1.[Na+:11].[O:1]([c:2]1[cH:3][cH:4][cH:5][cH:6][cH:7]1)[CH2:8][CH2:9][SH:10]>>[O:1]([c:2]1[cH:3][cH:4][cH:5][cH:6][cH:7]1)[CH2:8][CH2:9][S:10][CH2:16][c:17]1[o:18][c:19](-[c:22]2[cH:23][cH:24][c:25]([OH:28])[cH:26][cH:27]2)[cH:20][n:21]1. Reactants: ClC=1C=CC2=C(C(=NCC(=N2)NN)C2=CC=CC=C2)C1 (7-chloro-2-hydrazino-5-phenyl-3H-1,4-benzodiazepine), ClCC(CCCl)=O (1,4-dichloro-2-butanone). Run in O1CCCC1 (tetrahydrofuran). The product is ClC=1C=CC2=C(C(=NCC(=N2)NN=C(CCl)CCCl)C2=CC=CC=C2)C1 (7-chloro-2-[[2-chloro-1-(2-chloroethyl)ethylidene]hydrazino]-5-phenyl-3H-1,4-benzodiazepine). RXN SMILES: [Cl:1][C:2]1[CH:3]=[CH:4][C:5]2[N:11]=[C:10]([NH:12][NH2:13])[CH2:9][N:8]=[C:7]([C:14]3[CH:19]=[CH:18][CH:17]=[CH:16][CH:15]=3)[C:6]=2[CH:20]=1.[Cl:21][CH2:22][C:23](=O)[CH2:24][CH2:25][Cl:26]>O1CCCC1>[Cl:1][C:2]1[CH:3]=[CH:4][C:5]2[N:11]=[C:10]([NH:12][N:13]=[C:23]([CH2:24][CH2:25][Cl:26])[CH2:22][Cl:21])[CH2:9][N:8]=[C:7]([C:14]3[CH:19]=[CH:18][CH:17]=[CH:16][CH:15]=3)[C:6]=2[CH:20]=1. Reported procedure: In the manner given in Example 1, 7-chloro-2-hydrazino-5-phenyl-3H-1,4-benzodiazepine in tetrahydrofuran can be treated with 1,4-dichloro-2-butanone under nitrogen to give 7-chloro-2-[[2-chloro-1-(2-chloroethyl)ethylidene]hydrazino]-5-phenyl-3H-1,4-benzodiazepine.